Dataset: the Open Reaction Database (ORD), a public repository of structured organic reaction records. Task: describe an organic reaction: reactants, conditions, products, and yield Reactants: [BH4-].[Li+] (lithium borohydride), solution, C(C1=CC=CC=C1)OC=1C(=[N+](C(=C(N1)C(=O)OC)OC)[O-])CC(C)C (3-benzyloxy-2-isobutyl-6-methoxy-5-methoxycarbonylpyrazine 1-oxide), Cl (hydrochloric acid). The solvent is C(C)OCC (diethyl ether), O (water). Yields the product C(C1=CC=CC=C1)OC=1C(=[N+](C(=C(N1)CO)OC)[O-])CC(C)C (3-benzyloxy-5-hydroxymethyl-6-methoxy-2-isobutylpyrazine 1-oxide). The yield is 30.5%. RXN SMILES: [BH4-].[Li+].[CH2:3]([O:10][C:11]1[C:12]([CH2:24][CH:25]([CH3:27])[CH3:26])=[N+:13]([O-:23])[C:14]([O:21][CH3:22])=[C:15]([C:17](OC)=[O:18])[N:16]=1)[C:4]1[CH:9]=[CH:8][CH:7]=[CH:6][CH:5]=1.Cl>C(OCC)C.O>[CH2:3]([O:10][C:11]1[C:12]([CH2:24][CH:25]([CH3:27])[CH3:26])=[N+:13]([O-:23])[C:14]([O:21][CH3:22])=[C:15]([CH2:17][OH:18])[N:16]=1)[C:4]1[CH:5]=[CH:6][CH:7]=[CH:8][CH:9]=1 |f:0.1|. Procedure details: 2.4 Milligrams of lithium borohydride was added to 1 ml of a solution of 12.5 mg of 3-benzyloxy-2-isobutyl-6-methoxy-5-methoxycarbonylpyrazine 1-oxide dissolved in anhydrous diethyl ether. The mixture was refluxed for 6 hours in an argon gas stream with stirring, then 0.2 ml of 1N hydrochloric acid was added to the reaction mixture with ice cooling, and the mixture was diluted with water. The reaction mixture was extracted with ethyl acetate and the extract was washed with an aqueous solution sa... Product: CC1=CC=2C(=NC(=C(C2)[C@H](C)N)C2=NC=CC=C2)S1 ((S)-1-(2-methyl-6-(pyridin-2-yl)thieno[2,3-b]pyridin-5-yl)ethanamine). The reactants are CC1=CC=2C(=NC(=C(C2)[C@H](C)N2C(C3=CC=CC=C3C2=O)=O)C2=NC=CC=C2)S1 ((S)-2-(1-(2-methyl-6-(pyridin-2-yl)thieno[2,3-b]pyridin-5-yl)ethyl)isoindoline-1,3-dione), O.NN (hydrazine monohydrate). Reaction conditions: temperature 60 celsius, time 2 hour. As a reaction SMILES: [CH3:1][C:2]1[S:29][C:5]2=[N:6][C:7]([C:23]3[CH:28]=[CH:27][CH:26]=[CH:25][N:24]=3)=[C:8]([C@@H:10]([N:12]3C(=O)C4C(=CC=CC=4)C3=O)[CH3:11])[CH:9]=[C:4]2[CH:3]=1.O.NN>C(O)C.C(OCC)(=O)C>[CH3:1][C:2]1[S:29][C:5]2=[N:6][C:7]([C:23]3[CH:28]=[CH:27][CH:26]=[CH:25][N:24]=3)=[C:8]([C@@H:10]([NH2:12])[CH3:11])[CH:9]=[C:4]2[CH:3]=1 |f:1.2|. Reported procedure: Slurried (S)-2-(1-(2-methyl-6-(pyridin-2-yl)thieno[2,3-b]pyridin-5-yl)ethyl)isoindoline-1,3-dione (60 mg, 0.150 mmol) in 3.5 mL of ethanol was warmed to 60° C. and hydrazine monohydrate (73.0 μL, 1.502 mmol) was added. The reaction was stirred at 60° C. for 2 h, cooled to RT and diluted with ethyl acetate. The reaction was filtered and concentrated. The resulting residue was redissolved in ethyl acetate and washed with water and brine, dried over MgSO4, filtered and concentrated to afford crude ... The solvent is C(C)O (ethanol), C(C)(=O)OCC (ethyl acetate). Starting materials: CC1=C(C=2C(=NC=CC2)N1)C (2,3-dimethylpyrrolo[2,3-b]pyridine), FC1=C(C(CBr)=O)C(=CC=C1)F (2,6-difluorophenacyl bromide). The solvent is C(C)#N (acetonitrile). Yields the product Br.CC1=C(C=2C(N(C=CC2)CC(=O)C2=C(C=CC=C2F)F)=N1)C (2,3-dimethyl-7(2.6-difluorophenacyl)pyrrolo [2,3 -b ]pyridine hydrobromide). The yield is 55.9%. Reaction SMILES: [CH3:1][C:2]1[NH:10][C:5]2=[N:6][CH:7]=[CH:8][CH:9]=[C:4]2[C:3]=1[CH3:11].[F:12][C:13]1[CH:22]=[CH:21][CH:20]=[C:19]([F:23])[C:14]=1[C:15](=[O:18])[CH2:16][Br:17]>C(#N)C>[BrH:17].[CH3:1][C:2]1[N:10]=[C:5]2[N:6]([CH2:16][C:15]([C:14]3[C:19]([F:23])=[CH:20][CH:21]=[CH:22][C:13]=3[F:12])=[O:18])[CH:7]=[CH:8][CH:9]=[C:4]2[C:3]=1[CH3:11] |f:3.4|. Reported procedure: A solution of 100 mg (0.68 mmol) 2,3-dimethylpyrrolo[2,3-b]pyridine and 193 mg (0.82 mmol) 2,6-difluorophenacyl bromide in 2 ml acetonitrile were refluxed for 3 h. Working up in the same manner as described in example 17 gave 145 mg (54% ) of the desired product. Reactants: C(C1=CC=CC=C1)NCCC1=CN(C2=CC=C(C(=C12)OC)F)C (N-Benzyl-2-(5-fluoro-4-methoxy-1-methyl-1H-indol-3-yl)ethanamine), C(C)N1C=C(C2=C(C=CC(=C12)F)OC)CCO (2-(1-Ethyl-7-fluoro-4-methoxy-1H-indol-3-yl)ethanol). Yields the product C(C1=CC=CC=C1)NCCC1=CN(C2=C(C=CC(=C12)OC)F)CC (N-Benzyl-2-(1-ethyl-7-fluoro-4-methoxy-1H-indol-3-yl)ethanamine). Isolated yield 68.0%. As a reaction SMILES: [CH2:1]([NH:8]CCC1C2C(=CC=C(F)C=2OC)N(C)C=1)[C:2]1[CH:7]=[CH:6][CH:5]=[CH:4][CH:3]=1.[CH2:24]([N:26]1[C:34]2[C:29](=[C:30]([O:36][CH3:37])[CH:31]=[CH:32][C:33]=2[F:35])[C:28]([CH2:38][CH2:39]O)=[CH:27]1)[CH3:25]>>[CH2:1]([NH:8][CH2:39][CH2:38][C:28]1[C:29]2[C:34](=[C:33]([F:35])[CH:32]=[CH:31][C:30]=2[O:36][CH3:37])[N:26]([CH2:24][CH3:25])[CH:27]=1)[C:2]1[CH:7]=[CH:6][CH:5]=[CH:4][CH:3]=1. Procedure details: Following the procedure (step 6, scheme 17) used to prepare compound 17-7, compound 20-3 was used as starting material, giving compound 20-4 in 68% yield as a white solid, which was converted to the hydrochloride salt. 1H NMR (DMSO-d6, 300 MHz) δ (ppm) (HCl salt): 9.25 (br, 2H), 7.54-7.57 (m, 2H), 7.42-7.44 (m, 3H), 7.16 (s, 1H), 6.82 (dd, J=12.4, 8.5 Hz, 1H), 6.35 (dd, J=8.5, 2.7 Hz, 1H), 4.21 (q, J=7.1 Hz, 2H), 4.17 (s, 2H), 3.75 (s, 3H), 3.12 (br, 4H), 1.32 (t, J=7.1 Hz, 3H). LRMS: calc 326.2... Starting materials: NC=1C=NC=CC1 (3-aminopyridine), C([O-])([O-])=O.[Cs+].[Cs+] (caesium carbonate), ClC1=NC=CC(=C1)CN1C(N(C(C1(C)C)=O)C1=CC=C2C(CN(C2=C1)C(CNC(C)C)=O)(C)C)=O (1-[(2-chloropyridin-4-yl)methyl]-3-[1-(N-isopropylglycyl)-3,3-dimethyl-2,3-dihydro-1H-indol-6-yl]-5,5-dimethylimidazolidine-2,4-dione), CC1(C2=CC=C(C=C2OC=2C=C(C=CC12)P(C1=CC=CC=C1)C1=CC=CC=C1)P(C1=CC=CC=C1)C1=CC=CC=C1)C ((9,9-dimethyl-9H-xanthene-3,6-diyl)bis(diphenylphosphine)). The reagents and catalysts are C(C)(=O)[O-].[Pd+2].C(C)(=O)[O-] (palladium acetate). Run in CN1C(CCC1)=O (N-methylpyrrolidinone), ClCCl (dichloromethane). Reaction conditions: temperature 140 celsius. Product: C(C)(C)NCC(=O)N1CC(C2=CC=C(C=C12)N1C(N(C(C1=O)(C)C)CC1=CC(=NC=C1)NC=1C=NC=CC1)=O)(C)C (3-[1-(N-isopropylglycyl)-3,3-dimethyl-2,3-dihydro-1H-indol-6-yl]-5,5-dimethyl-1-{[2-(pyridin-3-ylamino)pyridin-4-yl]methyl}imidazolidine-2,4-dione). Isolated yield 12.6%. RXN SMILES: Cl[C:2]1[CH:7]=[C:6]([CH2:8][N:9]2[C:13]([CH3:15])([CH3:14])[C:12](=[O:16])[N:11]([C:17]3[CH:25]=[C:24]4[C:20]([C:21]([CH3:34])([CH3:33])[CH2:22][N:23]4[C:26](=[O:32])[CH2:27][NH:28][CH:29]([CH3:31])[CH3:30])=[CH:19][CH:18]=3)[C:10]2=[O:35])[CH:5]=[CH:4][N:3]=1.[NH2:36][C:37]1[CH:38]=[N:39][CH:40]=[CH:41][CH:42]=1.CC1(C)C2C=CC(P(C3C=CC=CC=3)C3C=CC=CC=3)=CC=2OC2C1=CC=C(P(C1C=CC=CC=1)C1C=CC=CC=1)C=2.C(=O)([O-])[O-].[Cs+].[Cs+]>CN1CCCC1=O.ClCCl.C([O-])(=O)C.[Pd+2].C([O-])(=O)C>[CH:29]([NH:28][CH2:27][C:26]([N:23]1[C:24]2[C:20](=[CH:19][CH:18]=[C:17]([N:11]3[C:12](=[O:16])[C:13]([CH3:15])([CH3:14])[N:9]([CH2:8][C:6]4[CH:5]=[CH:4][N:3]=[C:2]([NH:36][C:37]5[CH:38]=[N:39][CH:40]=[CH:41][CH:42]=5)[CH:7]=4)[C:10]3=[O:35])[CH:25]=2)[C:21]([CH3:34])([CH3:33])[CH2:22]1)=[O:32])([CH3:31])[CH3:30] |f:3.4.5,8.9.10|. Procedure details: To a solution of 249 mg of 1-[(2-chloropyridin-4-yl)methyl]-3-[1-(N-isopropylglycyl)-3,3-dimethyl-2,3-dihydro-1H-indol-6-yl]-5,5-dimethylimidazolidine-2,4-dione obtained in stage a) below in 3 mL of N-methylpyrrolidinone are successively added, under argon, 94 mg of 3-aminopyridine, 29 mg of (9,9-dimethyl-9H-xanthene-3,6-diyl)bis(diphenylphosphine) (Xantphos), 22 mg of palladium acetate and 652 mg of caesium carbonate. The reaction mixture is heated at 140° C. for 1 hour by microwave, cooled to ...